Dataset: the Open Reaction Database (ORD), a public repository of structured organic reaction records. Task: describe an organic reaction: reactants, conditions, products, and yield The reactants are CC(=O)O, Cc1nccc2[nH]c(=O)c(N)cc12, [Na+], [OH-]. Product: Cc1nccc2[nH]c(=O)c(O)cc12. Reaction SMILES: [CH3:16][C:17](=[O:18])[OH:19].[NH2:1][c:2]1[c:3](=[O:13])[nH:4][c:5]2[cH:6][cH:7][n:8][c:9]([CH3:12])[c:10]2[cH:11]1.[Na+:15].[OH-:14]>>[c:2]1([OH:14])[c:3](=[O:13])[nH:4][c:5]2[cH:6][cH:7][n:8][c:9]([CH3:12])[c:10]2[cH:11]1. Reactants: CCOC=C(C(C)=O)C(C)=O, Nc1cc(Cl)cc(C(=O)O)c1Cl. Yields the product CC(=O)C(=CNc1cc(Cl)cc(C(=O)O)c1Cl)C(C)=O. RXN SMILES: [CH3:1][C:2](=[O:3])[C:4](=[CH:5][O:6][CH2:7][CH3:8])[C:9](=[O:10])[CH3:11].[NH2:12][c:13]1[c:14]([Cl:23])[c:15]([C:16](=[O:17])[OH:18])[cH:19][c:20]([Cl:22])[cH:21]1>>[CH3:1][C:2](=[O:3])[C:4](=[CH:5][NH:12][c:13]1[c:14]([Cl:23])[c:15]([C:16](=[O:17])[OH:18])[cH:19][c:20]([Cl:22])[cH:21]1)[C:9](=[O:10])[CH3:11]. The reactants are ClC=1C=C2C=C(NC2=CC1)C(=O)OC (Methyl 5-chloroindole-2-carboxylate), [Mg] (magnesium). Solvent: CO (methanol). Run at time 8 hour. The product is ClC=1C=C2CC(NC2=CC1)C(=O)OC (Methyl 5-chloroindoline-2(R/S)-carboxylate). RXN SMILES: [Cl:1][C:2]1[CH:3]=[C:4]2[C:8](=[CH:9][CH:10]=1)[NH:7][C:6]([C:11]([O:13][CH3:14])=[O:12])=[CH:5]2.[Mg]>CO>[Cl:1][C:2]1[CH:3]=[C:4]2[C:8](=[CH:9][CH:10]=1)[NH:7][CH:6]([C:11]([O:13][CH3:14])=[O:12])[CH2:5]2. Procedure: Methyl 5-chloroindole-2-carboxylate (0.6 g, 2.87 mmol) and magnesium shavings (0.34 g, 14.3 mmol) were suspended in methanol (40 ml) and the mixture was stirred for 8 h. The mixture was filtered, treated with methylene chloride (100 ml) and washed with NH4Cl solution. The organic fraction was dried (Na2SO4) and the solvent removed in order to give a solid which was purified by chromatography on a column of silica gel, using a 7/3 petroleum/ethyl acetate mixture as eluent. The product was isolate... Reactants: C(C1=CC=CC=C1)O[C@H]1C[C@@H](OC)O[C@@H]([C@H]1O)CO (methyl 3-O-benzyl-2-deoxy-α-D-ribo-hexopyranoside), C1(=CC=CC=C1)C(C1=CC=CC=C1)(C1=CC=CC=C1)Cl (triphenylmethyl chloride), O (water), C1(=CC=C(C=C1)S(=O)(=O)Cl)C (p-Toluenesulfonyl chloride). The solvent is N1=CC=CC=C1 (pyridine). Conditions: time 48 hour. The product is C(C1=CC=CC=C1)O[C@H]1C[C@@H](OC)O[C@@H]([C@H]1OS(=O)(=O)C1=CC=C(C)C=C1)COC(C1=CC=CC=C1)(C1=CC=CC=C1)C1=CC=CC=C1 (methyl 3-O-benzyl-4-O-tosyl-6-O-trityl-2-deoxy-α-D-ribo-hexopyranoside). Yield: 96.4%. Reaction SMILES: [CH2:1]([O:8][C@@H:9]1[C@H:16]([OH:17])[C@@H:15]([CH2:18][OH:19])[O:14][C@H:11]([O:12][CH3:13])[CH2:10]1)[C:2]1[CH:7]=[CH:6][CH:5]=[CH:4][CH:3]=1.[C:20]1([C:26](Cl)([C:33]2[CH:38]=[CH:37][CH:36]=[CH:35][CH:34]=2)[C:27]2[CH:32]=[CH:31][CH:30]=[CH:29][CH:28]=2)[CH:25]=[CH:24][CH:23]=[CH:22][CH:21]=1.[C:40]1([CH3:50])[CH:45]=[CH:44][C:43]([S:46](Cl)(=[O:48])=[O:47])=[CH:42][CH:41]=1.O>N1C=CC=CC=1>[CH2:1]([O:8][C@@H:9]1[C@H:16]([O:17][S:46]([C:43]2[CH:44]=[CH:45][C:40]([CH3:50])=[CH:41][CH:42]=2)(=[O:48])=[O:47])[C@@H:15]([CH2:18][O:19][C:26]([C:33]2[CH:38]=[CH:37][CH:36]=[CH:35][CH:34]=2)([C:27]2[CH:32]=[CH:31][CH:30]=[CH:29][CH:28]=2)[C:20]2[CH:25]=[CH:24][CH:23]=[CH:22][CH:21]=2)[O:14][C@H:11]([O:12][CH3:13])[CH2:10]1)[C:2]1[CH:3]=[CH:4][CH:5]=[CH:6][CH:7]=1. Procedure: To a solution of methyl 3-O-benzyl-2-deoxy-α-D-ribo-hexopyranoside (6.0 g, 23.41 mmoles) in dry pyridine (65 mL) was added triphenylmethyl chloride (6.85 g, 24.58 mmoles). The resulting solution was stirred at room temperature under nitrogen for 48 hours. p-Toluenesulfonyl chloride (8.93 g, 46.82 mmoles) was added to the reaction mixture and stirring at room temperature under nitrogen was continued for 24 hours. The reaction was cooled in an ice bath and water (10 mL) was added dropwise. The ice... Procedure: 12.60 g of 3-bromo-N-(4-fluorophenyl)propanamide (Example 152A, 39.94 mmol, 1 equivalent) were initially charged in 97.1 ml of dichloromethane, 11.19 g of 1,4,7,10,13,16-hexaoxacyclooctadecane (18-crown-6, 42.33 mmol, 1.06 equivalents) and 2.33 g of potassium hydroxide (41.54 mmol, 1.04 equivalents) were added and the mixture was stirred at RT overnight. 0.35 equivalents of 1,4,7,10,13,16-hexaoxacyclooctadecane and 0.35 equivalents of potassium hydroxide were then added and the mixture was stirr... Reaction SMILES: Br[CH2:2][CH2:3][C:4]([NH:6][C:7]1[CH:12]=[CH:11][C:10]([F:13])=[CH:9][CH:8]=1)=[O:5].O1CCOCCOCCOCCOCCOCC1.[OH-].[K+].[Cl-].[NH4+]>ClCCl>[F:13][C:10]1[CH:11]=[CH:12][C:7]([N:6]2[CH2:2][CH2:3][C:4]2=[O:5])=[CH:8][CH:9]=1 |f:2.3,4.5|. Reactants: O1CCOCCOCCOCCOCCOCC1 (1,4,7,10,13,16-hexaoxacyclooctadecane), [OH-].[K+] (potassium hydroxide), BrCCC(=O)NC1=CC=C(C=C1)F (3-Bromo-N-(4-fluorophenyl)propanamide), O1CCOCCOCCOCCOCCOCC1 (1,4,7,10,13,16-hexaoxacyclooctadecane), [OH-].[K+] (potassium hydroxide), [Cl-].[NH4+] (ammonium chloride). Run in ClCCl (dichloromethane). Conditions: time 8 hour. The product is FC1=CC=C(C=C1)N1C(CC1)=O (1-(4-Fluorophenyl)azetidin-2-one). Reactants: BrC(=C(c1ccccc1)c1ccccc1)c1ccccc1, Brc1ccccc1, C1CCOC1, CCCCCCC, ClP(C1CCCCC1)C1CCCCC1, Cl[Cu]Cl, I, [Mg]. The product is c1ccc(C(=C(c2ccccc2)P(C2CCCCC2)C2CCCCC2)c2ccccc2)cc1. RXN SMILES: [Br:1][C:2](=[C:3]([c:4]1[cH:5][cH:6][cH:7][cH:8][cH:9]1)[c:10]1[cH:11][cH:12][cH:13][cH:14][cH:15]1)[c:16]1[cH:17][cH:18][cH:19][cH:20][cH:21]1.[Br:24][c:25]1[cH:26][cH:27][cH:28][cH:29][cH:30]1.[CH2:55]1[O:56][CH2:57][CH2:58][CH2:59]1.[CH3:48][CH2:49][CH2:50][CH2:51][CH2:52][CH2:53][CH3:54].[Cl:31][P:32]([CH:33]1[CH2:34][CH2:35][CH2:36][CH2:37][CH2:38]1)[CH:39]1[CH2:40][CH2:41][CH2:42][CH2:43][CH2:44]1.[Cu:45]([Cl:46])[Cl:47].[I:23].[Mg:22]>>[C:2](=[C:3]([c:4]1[cH:5][cH:6][cH:7][cH:8][cH:9]1)[c:10]1[cH:11][cH:12][cH:13][cH:14][cH:15]1)([c:16]1[cH:17][cH:18][cH:19][cH:20][cH:21]1)[P:32]([CH:33]1[CH2:34][CH2:35][CH2:36][CH2:37][CH2:38]1)[CH:39]1[CH2:40][CH2:41][CH2:42][CH2:43][CH2:44]1. Starting materials: C[O-].[Na+] (sodium methoxide), N1=CC=C(C=C1)CS (4-Picolyl mercaptan), BrCC(=O)C1=CC=C(C=C1)[N+](=O)[O-] (Alpha-bromo-p-nitro-acetophenone). Solvent: C(C)O (ethanol), C(C)O (ethanol), C(C)O (ethanol). Conditions: time 16 hour. Product: N1=CC=C(C=C1)CSCC(=O)C1=CC=C(C=C1)[N+](=O)[O-] (alpha-(4-picolylthio)-p-nitro-acetophenone). As a reaction SMILES: C[O-].[Na+].[N:4]1[CH:9]=[CH:8][C:7]([CH2:10][SH:11])=[CH:6][CH:5]=1.Br[CH2:13][C:14]([C:16]1[CH:21]=[CH:20][C:19]([N+:22]([O-:24])=[O:23])=[CH:18][CH:17]=1)=[O:15]>C(O)C>[N:4]1[CH:9]=[CH:8][C:7]([CH2:10][S:11][CH2:13][C:14]([C:16]2[CH:17]=[CH:18][C:19]([N+:22]([O-:24])=[O:23])=[CH:20][CH:21]=2)=[O:15])=[CH:6][CH:5]=1 |f:0.1|. Procedure details: Under a nitrogen atmosphere, sodium methoxide (0.52 g., 9.6 mmoles) was dissolved in 15 ml. of absolute ethanol and cooled to 0°-5° C. 4-Picolyl mercaptan (1.2 g., 9.6 mmoles) in 15 ml. of ethanol was added over 5 minutes time. Alpha-bromo-p-nitro-acetophenone (2.3 g., 9.6 mmoles) in 20 ml. of warm ethanol was then added over 5 minutes, the mixture was warmed to room temperature and left to stir for approximately 16 hours. The reaction mixture was filtered and the filtrate concentrated to an oil... Starting materials: COc1ccc2cc(C(C)=O)oc2c1, NN. Yields the product CCc1cc2ccc(OC)cc2o1. As a reaction SMILES: [C:1]([CH3:2])(=[O:3])[c:4]1[o:5][c:6]2[c:7]([cH:8]1)[cH:9][cH:10][c:11]([O:13][CH3:14])[cH:12]2.[NH2:15][NH2:16]>>[CH2:1]([CH3:2])[c:4]1[o:5][c:6]2[c:7]([cH:8]1)[cH:9][cH:10][c:11]([O:13][CH3:14])[cH:12]2. Starting materials: FC(C(=O)N([C@H]1[C@@H](C1)C1=CC=CC=C1)CC1CCN(CC1)CCCC=1C=C(C(=O)OC)C=CC1)(F)F (methyl 3-(3-(4-((2,2,2-trifluoro-N-(trans-2-phenylcyclopropyl)acetamido) methyl)piperidin-1-yl)propyl)benzoate), [OH-].[Na+] (sodium hydroxide). The solvent is CO (methanol). Conditions: time 18 hour. The product is C1(=CC=CC=C1)[C@H]1[C@@H](C1)NCC1CCN(CC1)CCCC=1C=C(C(=O)O)C=CC1 (3-(3-(4-((((trans)-2-Phenylcyclopropyl)amino)methyl)piperidin-1-yl)propyl)benzoic acid). Yield: 59.8%. As a reaction SMILES: FC(F)(F)C([N:5]([CH2:15][CH:16]1[CH2:21][CH2:20][N:19]([CH2:22][CH2:23][CH2:24][C:25]2[CH:26]=[C:27]([CH:32]=[CH:33][CH:34]=2)[C:28]([O:30]C)=[O:29])[CH2:18][CH2:17]1)[C@@H:6]1[CH2:8][C@H:7]1[C:9]1[CH:14]=[CH:13][CH:12]=[CH:11][CH:10]=1)=O.[OH-].[Na+]>CO>[C:9]1([C@@H:7]2[CH2:8][C@H:6]2[NH:5][CH2:15][CH:16]2[CH2:21][CH2:20][N:19]([CH2:22][CH2:23][CH2:24][C:25]3[CH:26]=[C:27]([CH:32]=[CH:33][CH:34]=3)[C:28]([OH:30])=[O:29])[CH2:18][CH2:17]2)[CH:10]=[CH:11][CH:12]=[CH:13][CH:14]=1 |f:1.2|. Reported procedure: To a solution of methyl 3-(3-(4-((2,2,2-trifluoro-N-(trans-2-phenylcyclopropyl)acetamido) methyl)piperidin-1-yl)propyl)benzoate (90 mg, 0.179 mmol) in methanol (2 mL) was added sodium hydroxide (6M, 0.5 mL, 3.00 mmol), and the mixture was stirred at room temperature for 18 h. The mixture was purified using reverse-phase HPLC under the acidic conditions. The fractions containing the product were combined, treated with 1N HCl and concentrated. The residue was dried under vacuum to give 42 mg of pr...